Dataset: the Open Reaction Database (ORD), a public repository of structured organic reaction records. Task: describe an organic reaction: reactants, conditions, products, and yield Starting materials: BrC1=C(C=CC=C1)C (2-bromotoluene), C(=O)C1=CC=C(C=C1)B(O)O (4-formylbenzene boronic acid). The product is CC1=C(C=CC=C1)C1=CC=C(C=C1)C=O (2′-methyl-[1,1′-biphenyl]-4-carbaldehyde). RXN SMILES: Br[C:2]1[CH:7]=[CH:6][CH:5]=[CH:4][C:3]=1[CH3:8].[CH:9]([C:11]1[CH:16]=[CH:15][C:14](B(O)O)=[CH:13][CH:12]=1)=[O:10]>>[CH3:8][C:3]1[CH:4]=[CH:5][CH:6]=[CH:7][C:2]=1[C:14]1[CH:15]=[CH:16][C:11]([CH:9]=[O:10])=[CH:12][CH:13]=1. Procedure details: The method described in Referential Example 237 was performed by use of 2-bromotoluene and 4-formylbenzene boronic acid, whereby the title compound was obtained. Starting materials: C#CC1(O)C(C)CC(OC(C)(C)OC)CC1(C)C, CCOC(C)=O, C1CCOC1, O. The product is C#CC1(O)C(C)CC(O)CC1(C)C. Reaction SMILES: [C:1](#[CH:2])[C:3]1([OH:18])[C:4]([CH3:16])([CH3:17])[CH2:5][CH:6]([O:10][C:11]([O:12][CH3:13])([CH3:14])[CH3:15])[CH2:7][CH:8]1[CH3:9].[CH3:20][CH2:21][O:22][C:23](=[O:24])[CH3:25].[O:26]1[CH2:27][CH2:28][CH2:29][CH2:30]1.[OH2:19]>>[C:1](#[CH:2])[C:3]1([OH:18])[C:4]([CH3:16])([CH3:17])[CH2:5][CH:6]([OH:10])[CH2:7][CH:8]1[CH3:9]. Starting materials: [OH-].[K+] (Potassium hydroxide), O (water), CC=1C=C(C=CC1F)C1=C(C(=O)OC)C=C(C=C1)F (methyl 2-(3-methyl-4-fluorophenyl)-5-fluorobenzoate), CO (methanol). Procedure details: Potassium hydroxide (6 g) and water (50 mL) were added to a solution of methyl 2-(3-methyl-4-fluorophenyl)-5-fluorobenzoate (10.2 g, 40.0 mmol) in methanol (150 mL) and the mixture was stirred at room temperature for 18 h. The reaction mixture was then evaporated to near dryness, acidified with 1N aqueous hydrochloric acid, and extracted with ethyl acetate. The combined extracts were washed with brine, dried over MgSO4, and concentrated to leave a residue which was chromatographed on silica gel ... Product: CC=1C(=C(C(=O)O)C=C(C1)F)C1=CC(=C(C=C1)F)C (Methyl 2-(3-methyl-4-fluorophenyl)-5-fluorobenzoic acid). Conditions: time 18 hour. As a reaction SMILES: [OH-].[K+].O.[CH3:4][C:5]1[CH:6]=[C:7]([C:12]2[CH:21]=[CH:20][C:19]([F:22])=[CH:18][C:13]=2[C:14]([O:16]C)=[O:15])[CH:8]=[CH:9][C:10]=1[F:11].[CH3:23]O>>[CH3:23][C:21]1[C:12]([C:7]2[CH:8]=[CH:9][C:10]([F:11])=[C:5]([CH3:4])[CH:6]=2)=[C:13]([CH:18]=[C:19]([F:22])[CH:20]=1)[C:14]([OH:16])=[O:15] |f:0.1|. Starting materials: C=CCOC(=O)C(N1C(=O)C(C(CO[SiH](C)C)C(C)(C)C)C1CC(=O)C(C)=CC1CCCN1C(=O)OCC=C)=P(c1ccccc1)(c1ccccc1)c1ccccc1, Cc1ccccc1C. Yields the product C=CCOC(=O)C1=C(C(C)=CC2CCCN2C(=O)OCC=C)CC2C(C(CO[SiH](C)C)C(C)(C)C)C(=O)N12. RXN SMILES: [CH2:1]([CH:2]=[CH2:3])[O:4][C:5](=[O:6])[N:7]1[CH:8]([CH:12]=[C:13]([C:14]([CH2:15][CH:16]2[CH:17]([CH:47]([CH2:48][O:49][SiH:50]([CH3:51])[CH3:52])[C:53]([CH3:54])([CH3:55])[CH3:56])[C:18](=[O:46])[N:19]2[C:20]([C:21](=[O:22])[O:23][CH2:24][CH:25]=[CH2:26])=[P:28]([c:29]2[cH:30][cH:31][cH:32][cH:33][cH:34]2)([c:35]2[cH:36][cH:37][cH:38][cH:39][cH:40]2)[c:41]2[cH:42][cH:43][cH:44][cH:45][cH:57]2)=[O:27])[CH3:58])[CH2:9][CH2:10][CH2:11]1.[c:59]1([CH3:60])[c:61]([CH3:62])[cH:63][cH:64][cH:65][cH:66]1>>[CH2:1]([CH:2]=[CH2:3])[O:4][C:5](=[O:6])[N:7]1[CH:8]([CH:12]=[C:13]([C:14]2=[C:20]([C:21](=[O:22])[O:23][CH2:24][CH:25]=[CH2:26])[N:19]3[CH:16]([CH2:15]2)[CH:17]([CH:47]([CH2:48][O:49][SiH:50]([CH3:51])[CH3:52])[C:53]([CH3:54])([CH3:55])[CH3:56])[C:18]3=[O:46])[CH3:58])[CH2:9][CH2:10][CH2:11]1. The reactants are O1CCN(CC1)C1=CC=C(N)C=C1 (4-morpholinoaniline), N1C(=NC2=C1C=CC=C2)C2=CC=C(C(=O)[O-])C=C2 (4-(1H-benzimidazol-2-yl)benzoate). Yields the product N1C(=NC2=C1C=CC=C2)C2=CC=C(C(=O)NC1=CC=C(C=C1)N1CCOCC1)C=C2 (4-(1H-Benzimidazol-2-yl)-N-(4-morpholinophenyl)benzamide). As a reaction SMILES: [O:1]1[CH2:6][CH2:5][N:4]([C:7]2[CH:13]=[CH:12][C:10]([NH2:11])=[CH:9][CH:8]=2)[CH2:3][CH2:2]1.[NH:14]1[C:18]2[CH:19]=[CH:20][CH:21]=[CH:22][C:17]=2[N:16]=[C:15]1[C:23]1[CH:31]=[CH:30][C:26]([C:27]([O-])=[O:28])=[CH:25][CH:24]=1>>[NH:14]1[C:18]2[CH:19]=[CH:20][CH:21]=[CH:22][C:17]=2[N:16]=[C:15]1[C:23]1[CH:31]=[CH:30][C:26]([C:27]([NH:11][C:10]2[CH:12]=[CH:13][C:7]([N:4]3[CH2:3][CH2:2][O:1][CH2:6][CH2:5]3)=[CH:8][CH:9]=2)=[O:28])=[CH:25][CH:24]=1. Reported procedure: Compound 458 was prepared from 4-morpholinoaniline and 4-(1H-benzimidazol-2-yl)benzoate by standard conditions. [M+H]+ calcd for C24H22N4O2: 399.17; found: 398.98. The reactants are CC(=O)c1c(C)n(CCN2CCOCC2)c2ccccc12, CCO, CCOC(C)=O, O=Cc1ccccc1F, [K+], [OH-]. Product: Cc1c(C(=O)C=Cc2ccccc2F)c2ccccc2n1CCN1CCOCC1. Reaction SMILES: [C:1]([CH3:2])(=[O:3])[c:4]1[c:5]([CH3:21])[n:6]([CH2:13][CH2:14][N:15]2[CH2:16][CH2:17][O:18][CH2:19][CH2:20]2)[c:7]2[cH:8][cH:9][cH:10][cH:11][c:12]12.[CH3:31][CH2:32][OH:33].[CH3:36][CH2:37][O:38][C:39](=[O:40])[CH3:41].[F:22][c:23]1[c:24]([CH:25]=[O:26])[cH:27][cH:28][cH:29][cH:30]1.[K+:35].[OH-:34]>>[C:1]([CH:2]=[CH:25][c:24]1[c:23]([F:22])[cH:30][cH:29][cH:28][cH:27]1)(=[O:3])[c:4]1[c:5]([CH3:21])[n:6]([CH2:13][CH2:14][N:15]2[CH2:16][CH2:17][O:18][CH2:19][CH2:20]2)[c:7]2[cH:8][cH:9][cH:10][cH:11][c:12]12. As a reaction SMILES: [N+:1]([C:4]1[CH:9]=[CH:8][C:7]([C:10]2[O:16][C:13]([CH:14]=O)=[CH:12][CH:11]=2)=[CH:6][CH:5]=1)([O-:3])=[O:2].[N:17]([CH2:20][C:21]([O:23][CH2:24][CH3:25])=[O:22])=[N+]=[N-]>>[CH2:24]([O:23][C:21]([C:20]1[NH:17][C:12]2[CH:11]=[C:10]([C:7]3[CH:6]=[CH:5][C:4]([N+:1]([O-:3])=[O:2])=[CH:9][CH:8]=3)[O:16][C:13]=2[CH:14]=1)=[O:22])[CH3:25]. Procedure details: 2-(4-Nitro-phenyl)-4H-furo[3,2-b]pyrrole-5-carboxylic acid ethyl ester is prepared from commercially available 5-(4-nitro-phenyl)furfural and ethyl azidoacetate as described hereinabove. Reactants: [N+](=O)([O-])C1=CC=C(C=C1)C1=CC=C(C=O)O1 (5-(4-nitro-phenyl)furfural), N(=[N+]=[N-])CC(=O)OCC (ethyl azidoacetate). Yields the product C(C)OC(=O)C1=CC2=C(N1)C=C(O2)C2=CC=C(C=C2)[N+](=O)[O-] (2-(4-Nitro-phenyl)-4H-furo[3,2-b]pyrrole-5-carboxylic acid ethyl ester). Starting materials: Cl (HCl), C([O-])([O-])=O.[Na+].[Na+] (sodium carbonate), S(=O)(C1=CC=C(C=C1)N)(=O)O (sulfanilic acid), aqueous solution, N(=O)[O-].[Na+] (sodium nitrite). Run in O (water). Yields the product [Cl-].S(=O)(=O)(O)C1=CC=C(C=C1)[N+]#N (p-sulfophenyldiazonium chloride). Reaction SMILES: C(=O)([O-])[O-].[Na+].[Na+].[S:7]([OH:17])(=[O:16])([C:9]1[CH:14]=[CH:13][C:12]([NH2:15])=[CH:11][CH:10]=1)=[O:8].[N:18]([O-])=O.[Na+].[ClH:22]>O>[Cl-:22].[S:7]([C:9]1[CH:10]=[CH:11][C:12]([N+:15]#[N:18])=[CH:13][CH:14]=1)([OH:17])(=[O:16])=[O:8] |f:0.1.2,4.5,8.9|. Procedure: A solution of 0.78 g of sodium carbonate and 2.55 g of sulfanilic acid in 55 ml of water was cooled to 0° C., and 6 ml of an aqueous solution containing 1.11 g of sodium nitrite was added. Further, 15 ml of cold 2N-HCl was added while maintaining the temperature in the range of 0° to 5° C., to form p-sulfophenyldiazonium chloride. Starch iodide paper was used in recognizing the end of reaction. Starting materials: C1(CC1)C=1SC=C(N1)C(=O)OCC (ethyl 2-cyclopropyl-thiazole-4-carboxylate), LiOH monohydrate, Cl (HCl). Solvent: C1CCOC1.CO.O (THF MeOH H2O). Reaction conditions: time 24 hour. Product: C1(CC1)C=1SC=C(N1)C(=O)O (2-Cyclopropyl-thiazole-4-carboxylic acid). RXN SMILES: [CH:1]1([C:4]2[S:5][CH:6]=[C:7]([C:9]([O:11]CC)=[O:10])[N:8]=2)[CH2:3][CH2:2]1.Cl>C1COCC1.CO.O>[CH:1]1([C:4]2[S:5][CH:6]=[C:7]([C:9]([OH:11])=[O:10])[N:8]=2)[CH2:2][CH2:3]1 |f:2.3.4|. Procedure: To a mixture of ethyl 2-cyclopropyl-thiazole-4-carboxylate (0.443 g, 2.249 mmol) and LiOH monohydrate (0.472 g, 11.243 mmol) was added a mixture of THF/MeOH/H2O (3:1:1, 50 mL). The reaction was stirred at RT for 24 h. The solution was acidified by addition of conc. HCl (0.1 mL) and the volatiles were removed. Remaining aqueous solution was extracted with EtOAc (3×20 mL). The combined organic layers were dried over Na2SO4 and evaporated to dryness. MS m/z: 169.9 (M+H) Calc'd. for C7H7NO2S-170.0.